describe an organic reaction: reactants, conditions, products, and yield From a dataset of the Open Reaction Database (ORD), a public repository of structured organic reaction records. The reactants are C(#N)[BH3-].[Na+] (sodium cyanoborohydride), Cl (HCl), C(C=C)OC([C@@H](N)CCCC(N)C(=O)OCC1=C(C=CC=C1)Cl)=O (ε-(2-chlorobenzyloxycarbonyl)-lysine allyl ester), C(=O)(OC(C)(C)C)C(C=O)N (BOC-amino-acetaldehyde). Run in C(C)(=O)O (acetic acid), CCOCC (ether), CO (methanol), CCOCC (ether). Run at temperature 0 celsius, time 1 hour. The product is C(C=C)OC([C@@H](NCC(N)C(=O)OC(C)(C)C)CCCC(N)C(=O)OCC1=C(C=CC=C1)Cl)=O (N-(BOC-aminoethyl)ε-(2-chlorobenzyloxycarbonyl)-lysine allyl ester). RXN SMILES: [CH2:1]([O:4][C:5](=[O:24])[C@H:6]([CH2:8][CH2:9][CH2:10][CH:11]([C:13]([O:15][CH2:16][C:17]1[CH:22]=[CH:21][CH:20]=[CH:19][C:18]=1[Cl:23])=[O:14])[NH2:12])[NH2:7])[CH:2]=[CH2:3].C([BH3-])#N.[Na+].[C:29]([CH:36]([NH2:39])[CH:37]=O)([O:31][C:32]([CH3:35])([CH3:34])[CH3:33])=[O:30].Cl>CO.CCOCC.C(O)(=O)C>[CH2:1]([O:4][C:5](=[O:24])[C@H:6]([CH2:8][CH2:9][CH2:10][CH:11]([C:13]([O:15][CH2:16][C:17]1[CH:22]=[CH:21][CH:20]=[CH:19][C:18]=1[Cl:23])=[O:14])[NH2:12])[NH:7][CH2:37][CH:36]([C:29]([O:31][C:32]([CH3:35])([CH3:34])[CH3:33])=[O:30])[NH2:39])[CH:2]=[CH2:3] |f:1.2|. Reported procedure: ε-(2-chlorobenzyloxycarbonyl)-lysine allyl ester (from example 18) was dissolved in methanol (50 mL) and cooled to 0° C. To the resulting solution was added sodium cyanoborohydride (5.9 mmol) followed by acetic acid (0.75 mL). After 5 minutes BOC-amino-acetaldehyde (13.3 mmol) was added and the reaction mixture was stirred for an additional 1 h. The methanol was removed in vacuo and the oil was dissolved in ethyl acetate (40 mL), washed with saturated aqueous NaHCO3, brine, dried over Na2SO4 and... The reactants are C(C1=CC=CC=C1)N (benzylamine), ClC=1C2=C(N=C(N1)C1=CC=NC=C1)SC(=C2)C (4-chloro-2-(pyridin-4-yl)-6-methyl-thieno-[2,3-d]-pyrimidine). Product: N1=CC=C(C=C1)C=1N=C(C2=C(N1)SC(=C2)C)NCC2=CC=CC=C2 (2-(pyridin-4-yl)-4-benzylamino-6-methyl-thieno-[2,3-d]-pyrimidine). Reaction SMILES: [CH2:1]([NH2:8])[C:2]1[CH:7]=[CH:6][CH:5]=[CH:4][CH:3]=1.Cl[C:10]1[C:11]2[CH:24]=[C:23]([CH3:25])[S:22][C:12]=2[N:13]=[C:14]([C:16]2[CH:21]=[CH:20][N:19]=[CH:18][CH:17]=2)[N:15]=1>>[N:19]1[CH:18]=[CH:17][C:16]([C:14]2[N:15]=[C:10]([NH:8][CH2:1][C:2]3[CH:7]=[CH:6][CH:5]=[CH:4][CH:3]=3)[C:11]3[CH:24]=[C:23]([CH3:25])[S:22][C:12]=3[N:13]=2)=[CH:21][CH:20]=1. Reported procedure: With the procedure of Example 1, the reaction of benzylamine with 4-chloro-2-(pyridin-4-yl)-6-methyl-thieno-[2,3-d]-pyrimidine yields 2-(pyridin-4-yl)-4-benzylamino-6-methyl-thieno-[2,3-d]-pyrimidine. Reactants: FC\1(CCN(C2=C(/C1=C/C(=O)N1CCC(CC1)=NO)C=CC=C2)C(=O)C2=C(N=C(S2)C2=CC=CC=C2)C)F ((Z)-4,4-difluoro-5-{2-[4-(hydroxyimino)piperidino]-2-oxoethylidene}-1-(4-methyl-2-phenylthiazole-5-carbonyl)-2,3,4,5-tetrahydro-1H-1-benzoazepine), C(C)(=O)OC(C)=O (acetic anhydride). The solvent is N1=CC=CC=C1 (pyridine). Run at time 8 hour. Product: FC\1(CCN(C2=C(/C1=C/C(=O)N1CCC(CC1)=NOC(C)=O)C=CC=C2)C(=O)C2=C(N=C(S2)C2=CC=CC=C2)C)F ((Z)-4,4-difluoro-5-{2-[4-(acetoxyimino)piperidino]-2-oxoethylidene}-1-(4-methyl-2-phenylthiazole-5-carbonyl)-2,3,4,5-tetrahydro-1H-1-benzoazepine). Reaction SMILES: [F:1][C:2]1([F:38])[CH2:3][CH2:4][N:5]([C:24]([C:26]2[S:30][C:29]([C:31]3[CH:36]=[CH:35][CH:34]=[CH:33][CH:32]=3)=[N:28][C:27]=2[CH3:37])=[O:25])[C:6]2[CH:23]=[CH:22][CH:21]=[CH:20][C:7]=2/[C:8]/1=[CH:9]/[C:10]([N:12]1[CH2:17][CH2:16][C:15](=[N:18][OH:19])[CH2:14][CH2:13]1)=[O:11].[C:39](OC(=O)C)(=[O:41])[CH3:40]>N1C=CC=CC=1>[F:38][C:2]1([F:1])[CH2:3][CH2:4][N:5]([C:24]([C:26]2[S:30][C:29]([C:31]3[CH:32]=[CH:33][CH:34]=[CH:35][CH:36]=3)=[N:28][C:27]=2[CH3:37])=[O:25])[C:6]2[CH:23]=[CH:22][CH:21]=[CH:20][C:7]=2/[C:8]/1=[CH:9]/[C:10]([N:12]1[CH2:13][CH2:14][C:15](=[N:18][O:19][C:39](=[O:41])[CH3:40])[CH2:16][CH2:17]1)=[O:11]. Procedure details: A solution of 51 mg of (Z)-4,4-difluoro-5-{2-[4-(hydroxyimino)piperidino]-2-oxoethylidene}-1-(4-methyl-2-phenylthiazole-5-carbonyl)-2,3,4,5-tetrahydro-1H-1-benzoazepine in a mixture of 800 μl of acetic anhydride and 800 μl of pyridine was stirred at room temperature for eight hours. The solvent was evaporated, the residue was dissolved in ethyl acetate, and the solution was washed with 1N hydrochloric acid and a saturated aqueous solution of NaCl. After drying over anhydrous magnesium sulfate, t... Reactants: [H-].[Na+] (sodium hydride), O1C(CCCC1)OCCCBr (3-bromopropyl tetrahydropyranyl ether), C1=CC=CC=2C(C3=C(CCC21)C=CC=C3)C#N (10,11-dihydro-5H-dibenzo[a,d]cycloheptene-5-carbonitrile). Run in C1(=CC=CC=C1)C (toluene), C1(=CC=CC=C1)C (toluene), C1(=CC=CC=C1)C (toluene). The product is O1C(CCCC1)OCCCC1(C2=C(CCC3=C1C=CC=C3)C=CC=C2)C#N (5-(3-(tetrahydropyran-2-yloxy)-1-propyl)-10,11-dihydro-5H-dibenzo[a,d]cycloheptene-5-carbonitrile). Run at temperature 50 celsius, time 8 hour. Procedure: In a 50 ml roundbottom flask equipped with magnetical stirring, thermometer and addition funnel, sodium hydride (0.8 g, 0.02 mol, 60% dispersion in oil) was suspended in dry toluene under an atmosphere of nitrogen. A solution of 10,11-dihydro-5H-dibenzo[a,d]cycloheptene-5-carbonitrile (3.0 g, 0.014 mol, prepared in a similar way as described in J. Med. Chem., 6, (1963), 251) in dry toluene (15 ml) was added. The reaction mixture was heated to reflux temperature in 30 minutes and then heated at r... Reaction SMILES: [H-].[Na+].[CH:3]1[C:13]2[CH2:12][CH2:11][C:10]3[CH:14]=[CH:15][CH:16]=[CH:17][C:9]=3[CH:8]([C:18]#[N:19])[C:7]=2[CH:6]=[CH:5][CH:4]=1.[O:20]1[CH2:25][CH2:24][CH2:23][CH2:22][CH:21]1[O:26][CH2:27][CH2:28][CH2:29]Br>C1(C)C=CC=CC=1>[O:20]1[CH2:25][CH2:24][CH2:23][CH2:22][CH:21]1[O:26][CH2:27][CH2:28][CH2:29][C:8]1([C:18]#[N:19])[C:9]2[CH:17]=[CH:16][CH:15]=[CH:14][C:10]=2[CH2:11][CH2:12][C:13]2[CH:3]=[CH:4][CH:5]=[CH:6][C:7]1=2 |f:0.1|. Isolated yield 99.0%. Reactants: Cl (hydrochloric acid), COC(=O)C=1C=C2C(CC(NC2=C(C1)C)C1=CC(=CC=C1)N1CCOCC1)(C)C (4,4,8-trimethyl-2-(3-morpholin-4-yl-phenyl)-1,2,3,4-tetrahydro-quinoline-6-carboxylic acid methyl ester), [OH-].[Na+] (sodium hydroxide). The solvent is CO (methanol), O1CCCC1 (tetrahydrofuran), O (water). Reaction conditions: temperature 60 celsius, time 16 hour. Product: CC1(CC(NC2=C(C=C(C=C12)C(=O)O)C)C1=CC(=CC=C1)N1CCOCC1)C (4,4,8-trimethyl-2-(3-morpholin-4-yl-phenyl)-1,2,3,4-tetrahydro-quinoline-6-carboxylic acid). Isolated yield 66.6%. As a reaction SMILES: C[O:2][C:3]([C:5]1[CH:6]=[C:7]2[C:12](=[C:13]([CH3:15])[CH:14]=1)[NH:11][CH:10]([C:16]1[CH:21]=[CH:20][CH:19]=[C:18]([N:22]3[CH2:27][CH2:26][O:25][CH2:24][CH2:23]3)[CH:17]=1)[CH2:9][C:8]2([CH3:29])[CH3:28])=[O:4].[OH-].[Na+].Cl>CO.O1CCCC1.O>[CH3:28][C:8]1([CH3:29])[C:7]2[C:12](=[C:13]([CH3:15])[CH:14]=[C:5]([C:3]([OH:4])=[O:2])[CH:6]=2)[NH:11][CH:10]([C:16]2[CH:21]=[CH:20][CH:19]=[C:18]([N:22]3[CH2:27][CH2:26][O:25][CH2:24][CH2:23]3)[CH:17]=2)[CH2:9]1 |f:1.2|. Reported procedure: To a stirred mixture solution of 4,4,8-trimethyl-2-(3-morpholin-4-yl-phenyl)-1,2,3,4-tetrahydro-quinoline-6-carboxylic acid methyl ester (1.4 g, 3.55 mmol) in methanol (5 mL) and tetrahydrofuran (10 mL) was added 30% sodium hydroxide in water (5 mL). The reaction mixture was stirred at 60° C. for 16 h. The mixture was neutralized with a 3 N aqueous hydrochloric acid solution and extracted with ethyl acetate (2×50 mL), washed with water, dried over anhydrous sodium sulfate and then concentrated i... Reactants: CN(C)C=O, CCOC(C)=O, O=S(=O)(OC1=CCCCC1)C(F)(F)F, [Na+], [Na+], O=C([O-])[O-], Cc1cc(C(=O)N2Cc3cccn3Cc3ccccc32)ccc1B1OC(C)(C)C(C)(C)O1. Yields the product Cc1cc(C(=O)N2Cc3cccn3Cc3ccccc32)ccc1C1=CCCCC1. Reaction SMILES: [CH3:53][N:54]([CH3:55])[CH:56]=[O:57].[CH3:58][CH2:59][O:60][C:61](=[O:62])[CH3:63].[F:33][C:34]([F:35])([F:36])[S:37]([O:38][C:39]1=[CH:40][CH2:41][CH2:42][CH2:43][CH2:44]1)(=[O:45])=[O:46].[Na+:47].[Na+:48].[O-:49][C:50](=[O:51])[O-:52].[cH:1]1[cH:2][cH:3][n:4]2[c:5]1[CH2:6][N:7]([C:15](=[O:16])[c:17]1[cH:18][c:19]([CH3:32])[c:20]([B:23]3[O:24][C:25]([CH3:26])([CH3:27])[C:28]([CH3:29])([CH3:30])[O:31]3)[cH:21][cH:22]1)[c:8]1[c:9]([cH:11][cH:12][cH:13][cH:14]1)[CH2:10]2>>[cH:1]1[cH:2][cH:3][n:4]2[c:5]1[CH2:6][N:7]([C:15](=[O:16])[c:17]1[cH:18][c:19]([CH3:32])[c:20]([C:39]3=[CH:40][CH2:41][CH2:42][CH2:43][CH2:44]3)[cH:21][cH:22]1)[c:8]1[c:9]([cH:11][cH:12][cH:13][cH:14]1)[CH2:10]2.